This data is from the Open Reaction Database (ORD), a public repository of structured organic reaction records. The task is: describe an organic reaction: reactants, conditions, products, and yield Starting materials: OC=1C2=C(NC(C1C#N)=O)SC=C2C2=CC=C(C=C2)C#CCCCO (4-hydroxy-3-[4-(5-hydroxy-pent-1-ynyl)-phenyl]-6-oxo-6,7-dihydro-thieno[2,3-b]pyridine-5-carbonitrile), BrNC(CCC(=O)N)=O (N-bromosuccinamide). Run in C(C)(=O)O (acetic acid). Reaction conditions: time 8 hour. Yields the product BrC1=C(C2=C(NC(C(=C2O)C#N)=O)S1)C1=CC=C(C=C1)C#CCCCO (2-Bromo-4-hydroxy-3-[4-(5-hydroxy-pent-1-ynyl)-phenyl]-6-oxo-6,7-dihydro-thieno[2,3-b]pyridine-5-carbonitrile). As a reaction SMILES: [OH:1][C:2]1[C:3]2[C:13]([C:14]3[CH:19]=[CH:18][C:17]([C:20]#[C:21][CH2:22][CH2:23][CH2:24][OH:25])=[CH:16][CH:15]=3)=[CH:12][S:11][C:4]=2[NH:5][C:6](=[O:10])[C:7]=1[C:8]#[N:9].[Br:26]NC(=O)CCC(N)=O>C(O)(=O)C>[Br:26][C:12]1[S:11][C:4]2[NH:5][C:6](=[O:10])[C:7]([C:8]#[N:9])=[C:2]([OH:1])[C:3]=2[C:13]=1[C:14]1[CH:19]=[CH:18][C:17]([C:20]#[C:21][CH2:22][CH2:23][CH2:24][OH:25])=[CH:16][CH:15]=1. Procedure details: To a stirred solution of 4-hydroxy-3-[4-(5-hydroxy-pent-1-ynyl)-phenyl]-6-oxo-6,7-dihydro-thieno[2,3-b]pyridine-5-carbonitrile (35 mg, 0.1 mmol) in acetic acid (1 mL) was added N-bromosuccinamide (18 mg, 0.1 mmol) in a single portion at room temperature, and stirred at rt overnight. The reaction mixture was concentrated and purified by reverse phase HPLC to afford the titled compound. MS (ESI) m/e 428 (M−H)+; 1H NMR (300 MHz, DMSO-d6): δ 1.68–1.75 (m, 2H), 3.51–3.57 (m, 2H), 4.54 (t, J=5.26 Hz, ... Starting materials: ( ii ), C(C)(=O)O[C@@]1(CC[C@H]2[C@@](OO[C@@H]1C2)(CSC2=CC=CC=C2)C)C ((1R,4R,5R,8R)-8-acetoxy-4,8-dimethyl-4-phenylthiomethyl-2,3-dioxabicylo[3.3.1]nonane), hydroxysulfides, C[C@]1(OO[C@H]2[C@@](CC[C@@H]1C2)(O)C)CSC2=CC=CC=C2 ((1R,4R,5R,8R)-4,8-dimethyl-4-phenylthiomethyl-2,3-dioxabicyclo[3.3.1]nonan-8-ol), C[C@@]1(OO[C@H]2[C@@](CC[C@@H]1C2)(O)C)CSC2=CC=CC=C2 ((1R,4S,5R,8R)-4,8-dimethyl-4-phenylthiomethyl-2,3-dioxabicyclo[3.3.1]nonan-8-ol), N1=CC=CC=C1 (pyridine), C(=O)(C)Cl (AcCl), C[C@@]1(OO[C@H]2[C@@](CC[C@@H]1C2)(O)C)CSC2=CC=CC=C2 ((1R,4S,5R,8R)-4,8-dimethyl-4-phenylthiomethyl-2,3-dioxabicyclo[3.3.1]nonan-8-ol). Reagents/catalysts: CN(C)C=1C=CN=CC1 (DMAP). Solvent: O (water), CCCCCC.CCOC(=O)C (hexane EtOAc), C(Cl)Cl (CH2Cl2), C(Cl)Cl (CH2Cl2). Run at temperature 0 celsius, time 12 hour. Product: C(C)(=O)O[C@@]1(CC[C@H]2[C@](OO[C@@H]1C2)(CSC2=CC=CC=C2)C)C ((1R,4S,5R,8R)-8-acetoxy-4,8-dimethyl-4-phenylthiomethyl-2,3-dioxabicyclo[3.3.1]nonane). Yield: 52.9%. As a reaction SMILES: C[C@]1(CSC2C=CC=CC=2)[C@H]2C[C@H]([C@](C)(O)CC2)OO1.C[C@@]1(CSC2C=CC=CC=2)[C@H]2C[C@H]([C@](C)(O)CC2)OO1.N1C=CC=CC=1.C(Cl)(C)=O.[C:51]([O:54][C@@:55]1([CH3:73])[C@H:62]2[CH2:63][C@H:58]([C@:59]([CH3:72])([CH2:64][S:65][C:66]3[CH:71]=[CH:70][CH:69]=[CH:68][CH:67]=3)[O:60][O:61]2)[CH2:57][CH2:56]1)(=[O:53])[CH3:52]>CN(C1C=CN=CC=1)C.C(Cl)Cl.CCCCCC.CCOC(C)=O.O>[C:51]([O:54][C@@:55]1([CH3:73])[C@H:62]2[CH2:63][C@H:58]([C@@:59]([CH3:72])([CH2:64][S:65][C:66]3[CH:71]=[CH:70][CH:69]=[CH:68][CH:67]=3)[O:60][O:61]2)[CH2:57][CH2:56]1)(=[O:53])[CH3:52] |f:7.8|. Procedure details: To a solution of sulfides 2a and 2b (1.15 g, 3.91 mmol, 2a/2b 55:45), pyridine (1.54 g, 19.5 mmol) and DMAP (49 mg, 0.4 mmol) in dry CH2Cl2 (30 mL) at 0° C. was added a solution of AcCl (1.22 g, 15.6 mmol) in CH2Cl2 (5 mL). The mixture was stirred for 1 h at 0° C. and for 12 h at rt The dark reaction mixture was poured into water (100 mL), extracted with hexane-EtOAc (7:3 mixture, 3×100 mL), dried (Na2SO4 +NaHCO3) and evaporated. The residue was separated by flash chromatography (gradient elutio...